Dataset: the Open Reaction Database (ORD), a public repository of structured organic reaction records. Task: describe an organic reaction: reactants, conditions, products, and yield Reactants: NC1=C(C(=O)N)C(=CC(=C1)OC)OC (2-amino-4,6-dimethoxy-benzamide), C(C1=CC=CC=C1)OCCOC1=C(C=C(C=O)C=C1C)C (4-(2-benzyloxy-ethoxy)-3,5-dimethyl-benzaldehyde), O.C1(=CC=C(C=C1)S(=O)(=O)O)C (p-toluenesulfonic acid monohydrate), S(=O)(O)[O-].[Na+] (sodium hydrogensulfite). Solvent: CCOCC (ether), O (Water), CC(=O)N(C)C (dimethylacetamide). Reaction conditions: temperature 150 celsius, time 8 hour. The product is C(C1=CC=CC=C1)OCCOC1=C(C=C(C=C1C)C1=NC2=CC(=CC(=C2C(N1)=O)OC)OC)C (2-[4-(2-benzyloxy-ethoxy)-3,5-dimethyl-phenyl]-5,7-dimethoxy-3H-quinazolin-4-one). RXN SMILES: [NH2:1][C:2]1[CH:10]=[C:9]([O:11][CH3:12])[CH:8]=[C:7]([O:13][CH3:14])[C:3]=1[C:4]([NH2:6])=[O:5].[CH2:15]([O:22][CH2:23][CH2:24][O:25][C:26]1[C:33]([CH3:34])=[CH:32][C:29]([CH:30]=O)=[CH:28][C:27]=1[CH3:35])[C:16]1[CH:21]=[CH:20][CH:19]=[CH:18][CH:17]=1.O.C1(C)C=CC(S(O)(=O)=O)=CC=1.S([O-])(O)=O.[Na+]>CCOCC.O.CC(N(C)C)=O>[CH2:15]([O:22][CH2:23][CH2:24][O:25][C:26]1[C:33]([CH3:34])=[CH:32][C:29]([C:30]2[NH:6][C:4](=[O:5])[C:3]3[C:2](=[CH:10][C:9]([O:11][CH3:12])=[CH:8][C:7]=3[O:13][CH3:14])[N:1]=2)=[CH:28][C:27]=1[CH3:35])[C:16]1[CH:21]=[CH:20][CH:19]=[CH:18][CH:17]=1 |f:2.3,4.5|. Reported procedure: To a 100 mL round bottom flask was added 2-amino-4,6-dimethoxy-benzamide (318 mg, 1.6 mmol), 4-(2-benzyloxy-ethoxy)-3,5-dimethyl-benzaldehyde (461 mg, 1.6 mmol), p-toluenesulfonic acid monohydrate (32 mg, 0.16 mmol), sodium hydrogensulfite (318 mg, 1.8 mmol) and dimethylacetamide (5 mL). The mixture was stirred in a 150° C. oil bath under nitrogen overnight. Water (40 mL) and ether (30 mL) were added. The precipitate was filtered off, washed with water then ether, and air-dried. The intermediate... Reaction conditions: time 48 hour. Yields the product ClC1=C(C=CC=C1)C1=CC=2N(C=3C=CC(=CC3C2C2=C1C(NC2=O)=O)O)CCC(=O)N2C[C@H](N[C@H](C2)C)C (4-(2-Chlorophenyl)-6-{3-[(3R,5S)-3,5-dimethylpiperazinyl]-3-oxopropyl}-9-hydroxypyrrolo[3,4-c]carbazole-1,3(2H,6H)-dione). Procedure: Demethylation of (126) prepared as described in example 239 (with BBr3 using the procedure described in example 80 except that the reaction time was 48 h gave (127) as a yellow powder (38%), mp 220–224° C. (dec). 1H NMR δ [(CD3)2SO] 11.07 (br s, 1H) 9.36 (br s, 1H), 8.72 (br, 1H), 8.34 br, 1H), 7.72 (s, 0.5H), 7.71 (s, 0.5H), 7.60–7.54 (m, 2H), 7.52–7.43 (m, 3H), 7.13 (dd, J=8.8, 2.4 Hz, 1H), 4.68 (m, 3H), 4.15, 4.12 (2s, 2H), 2.94 (m, 1H), 2.72 (m, 1H), 2.19 (m, 1H), 2.00 (m, 1H), 1.84 (m, 1H),... The reactants are ClC1=C(C=CC=C1)C1=CC=2N(C=3C=CC(=CC3C2C2=C1C(NC2=O)=O)OC)CCC(=O)N2C[C@H](N[C@H](C2)C)C (4-(2-Chlorophenyl)-6-{3-[cis-3,5-dimethylpiperazinyl]-3-oxopropyl}-9-methoxypyrrolo[3,4-c]carbazole-1,3(2H,6H)-dione), B(Br)(Br)Br (BBr3). Yield: 38.0%. Reaction SMILES: [Cl:1][C:2]1[CH:7]=[CH:6][CH:5]=[CH:4][C:3]=1[C:8]1[C:20]2[C:21](=[O:25])[NH:22][C:23](=[O:24])[C:19]=2[C:18]2[C:17]3[CH:16]=[C:15]([O:26]C)[CH:14]=[CH:13][C:12]=3[N:11]([CH2:28][CH2:29][C:30]([N:32]3[CH2:37][C@H:36]([CH3:38])[NH:35][C@H:34]([CH3:39])[CH2:33]3)=[O:31])[C:10]=2[CH:9]=1.B(Br)(Br)Br>>[Cl:1][C:2]1[CH:7]=[CH:6][CH:5]=[CH:4][C:3]=1[C:8]1[C:20]2[C:21](=[O:25])[NH:22][C:23](=[O:24])[C:19]=2[C:18]2[C:17]3[CH:16]=[C:15]([OH:26])[CH:14]=[CH:13][C:12]=3[N:11]([CH2:28][CH2:29][C:30]([N:32]3[CH2:33][C@H:34]([CH3:39])[NH:35][C@H:36]([CH3:38])[CH2:37]3)=[O:31])[C:10]=2[CH:9]=1. Starting materials: [OH-].[Na+] (sodium hydroxide), OC=1C=C(C(=O)O)C=C(C1)S(F)(F)(F)(F)F (3-Hydroxy-5-(pentafluoro-λ6-sulphanyl)benzoic acid), C(C)(C)(C)OC(NCCBr)=O (tert-butyl-(2-bromoethyl)carbamate), C([O-])([O-])=O.[Cs+].[Cs+] (caesium carbonate). Run in CN(C)C=O (DMF), C(C)(=O)O (acetic acid). Reaction conditions: time 8 hour. Product: C(C)(C)(C)OC(=O)NCCOC=1C=C(C(=O)O)C=C(C1)S(F)(F)(F)(F)F (3-{2-[(tert-Butoxycarbonyl)amino]ethoxy}-5-(pentafluoro-λ6-sulphanyl)benzoic acid). As a reaction SMILES: [OH:1][C:2]1[CH:3]=[C:4]([CH:8]=[C:9]([S:11]([F:16])([F:15])([F:14])([F:13])[F:12])[CH:10]=1)[C:5]([OH:7])=[O:6].[C:17]([O:21][C:22](=[O:27])[NH:23][CH2:24][CH2:25]Br)([CH3:20])([CH3:19])[CH3:18].C(=O)([O-])[O-].[Cs+].[Cs+].[OH-].[Na+]>CN(C=O)C.C(O)(=O)C>[C:17]([O:21][C:22]([NH:23][CH2:24][CH2:25][O:1][C:2]1[CH:3]=[C:4]([CH:8]=[C:9]([S:11]([F:16])([F:12])([F:13])([F:14])[F:15])[CH:10]=1)[C:5]([OH:7])=[O:6])=[O:27])([CH3:20])([CH3:19])[CH3:18] |f:2.3.4,5.6|. Procedure: 150 mg (0.57 mmol) of the compound of Example 24A, 140 mg (0.63 mmol) of tert-butyl-(2-bromoethyl)carbamate and 388 mg (1.2 mmol) of caesium carbonate were initially charged in 1.5 ml of DMF and stirred at RT overnight. 1.7 ml of 1 M aqueous sodium hydroxide solution were then added, and the mixture was stirred at RT for another 1 h. The reaction mixture was then acidified slightly with concentrated acetic acid and purified directly by preparative HPLC (Method 18). This gave 63 mg (26% of theory... RXN SMILES: [Cl:1][c:2]1[cH:3][c:4]([F:22])[c:5]([NH:8][S:9](=[O:10])(=[O:11])[c:12]2[cH:13][c:14]3[c:18]([cH:19][cH:20]2)[NH:17][C:16](=[O:21])[CH2:15]3)[cH:6][cH:7]1.[N:23]1([CH2:28][CH2:29][O:30][c:31]2[cH:32][c:33]3[cH:34][c:35]([CH:40]=[O:41])[nH:36][c:37]3[cH:38][cH:39]2)[CH2:24][CH2:25][CH2:26][CH2:27]1>>[Cl:1][c:2]1[cH:3][c:4]([F:22])[c:5]([NH:8][S:9](=[O:10])(=[O:11])[c:12]2[cH:13][c:14]3[c:18]([cH:19][cH:20]2)[NH:17][C:16](=[O:21])[C:15]3=[CH:40][c:35]2[cH:34][c:33]3[cH:32][c:31]([O:30][CH2:29][CH2:28][N:23]4[CH2:24][CH2:25][CH2:26][CH2:27]4)[cH:39][cH:38][c:37]3[nH:36]2)[cH:6][cH:7]1. The reactants are O=C1Cc2cc(S(=O)(=O)Nc3ccc(Cl)cc3F)ccc2N1, O=Cc1cc2cc(OCCN3CCCC3)ccc2[nH]1. The product is O=C1Nc2ccc(S(=O)(=O)Nc3ccc(Cl)cc3F)cc2C1=Cc1cc2cc(OCCN3CCCC3)ccc2[nH]1. The reactants are C(C)(=O)OCC (ethyl acetate), [C]=O (carbon monoxide), NC1=CC=NC=C1 (4-aminopyridine), O1C[C@@H]1CCCC ((S)-1,2-epoxyhexane), [H][H] (hydrogen), complex. The solvent is C(C)O (ethanol). Yields the product C(C)OC(C[C@H](CCCC)O)=O ((S)-3-hydroxyheptanoic acid ethyl ester). The yield is 85.0%. Reaction SMILES: NC1C=CN=CC=1.[O:8]1[C@@H:10]([CH2:11][CH2:12][CH2:13][CH3:14])[CH2:9]1.[C]=O.[H][H].[C:19]([O:22][CH2:23][CH3:24])(=[O:21])C>C(O)C>[CH2:23]([O:22][C:19](=[O:21])[CH2:9][C@@H:10]([OH:8])[CH2:11][CH2:12][CH2:13][CH3:14])[CH3:24] |^3:14|. Reported procedure: In a 50 mL-volumetric autoclave were added deaerated ethanol (10 mL) and ethyl acetate (10 mL), and thereto were added 4-aminopyridine (47 mg, 0.5 mmol) and (S)-1,2-epoxyhexane (2.0 g, 20 mmol, >99% ee). Then to the mixture was added crystalline dicobaltoctacarbonyl complex (171 mg, 0.5 mmol). After covering the autoclave with a cap, carbon monoxide (1 MPa) and hydrogen gas (1 MPa) were introduced therein and the mixture was reacted at 35° C. for 28 hours. After cooling to room temperature, the ... The reactants are ClC=1C=NC=2N(C1)N=C(C2)C(=O)O (6-chloro-pyrazolo[1,5-a]pyrimidine-2-carboxylic acid), COC1=NC=C(C(=N1)OC)C1=CC=C2CCNC(C2=C1)C (7-(2,4-Dimethoxy-pyrimidin-5-yl)-1-methyl-1,2,3,4-tetrahydro-isoquinoline). The product is ClC=1C=NC=2N(C1)N=C(C2)C(=O)N2C(C1=CC(=CC=C1CC2)C=2C(=NC(=NC2)OC)OC)C ((6-Chloro-pyrazolo[1,5-a]pyrimidin-2-yl)-[7-(2,4-dimethoxy-pyrimidin-5-yl)-1-methyl-3,4-dihydro-1H-isoquinolin-2-yl]-methanone). RXN SMILES: [Cl:1][C:2]1[CH:3]=[N:4][C:5]2[N:6]([N:8]=[C:9]([C:11]([OH:13])=O)[CH:10]=2)[CH:7]=1.[CH3:14][O:15][C:16]1[N:21]=[C:20]([O:22][CH3:23])[C:19]([C:24]2[CH:33]=[C:32]3[C:27]([CH2:28][CH2:29][NH:30][CH:31]3[CH3:34])=[CH:26][CH:25]=2)=[CH:18][N:17]=1>>[Cl:1][C:2]1[CH:3]=[N:4][C:5]2[N:6]([N:8]=[C:9]([C:11]([N:30]3[CH2:29][CH2:28][C:27]4[C:32](=[CH:33][C:24]([C:19]5[C:20]([O:22][CH3:23])=[N:21][C:16]([O:15][CH3:14])=[N:17][CH:18]=5)=[CH:25][CH:26]=4)[CH:31]3[CH3:34])=[O:13])[CH:10]=2)[CH:7]=1. Procedure details: In close analogy to the procedure described in Example 1, 6-chloro-pyrazolo[1,5-a]pyrimidine-2-carboxylic acid is reacted with 7-(2,4-Dimethoxy-pyrimidin-5-yl)-1-methyl-1,2,3,4-tetrahydro-isoquinoline to provide the title compound in moderate yield.